From a dataset of the Open Reaction Database (ORD), a public repository of structured organic reaction records. describe an organic reaction: reactants, conditions, products, and yield Starting materials: FC=1C(=C(C(=O)NOCCO)C=C(C1F)C=O)NC1=C(C=C(C=C1)I)F (3,4-difluoro-2-(2-fluoro-4-iodo-phenylamino)-5-formyl-N-(2-hydroxy-ethoxy)-benzamide), Cl.CONC (O,N-dimethyl-hydroxylamine hydrochloride), C(#N)[BH3-].[Na+] (sodium cyanoborohydride). Run in O1CCCC1 (tetrahydrofuran). Reaction conditions: time 3 hour. The product is FC=1C(=C(C(=O)NOCCO)C=C(C1F)CN(C)OC)NC1=C(C=C(C=C1)I)F (3,4-difluoro-2-(2-fluoro-4-iodo-phenylamino)-N-(2-hydroxy-ethoxy)-5-[(methoxy-methyl-amino)-methyl]-benzamide). Isolated yield 17.0%. As a reaction SMILES: [F:1][C:2]1[C:3]([NH:18][C:19]2[CH:24]=[CH:23][C:22]([I:25])=[CH:21][C:20]=2[F:26])=[C:4]([CH:12]=[C:13](C=O)[C:14]=1[F:15])[C:5]([NH:7][O:8][CH2:9][CH2:10][OH:11])=[O:6].Cl.[CH3:28][O:29][NH:30][CH3:31].[C:32]([BH3-])#N.[Na+]>O1CCCC1>[F:1][C:2]1[C:3]([NH:18][C:19]2[CH:24]=[CH:23][C:22]([I:25])=[CH:21][C:20]=2[F:26])=[C:4]([CH:12]=[C:13]([CH2:31][N:30]([O:29][CH3:28])[CH3:32])[C:14]=1[F:15])[C:5]([NH:7][O:8][CH2:9][CH2:10][OH:11])=[O:6] |f:1.2,3.4|. Procedure details: To a solution of 3,4-difluoro-2-(2-fluoro-4-iodo-phenylamino)-5-formyl-N-(2-hydroxy-ethoxy)-benzamide (56.2 mg, 0.117 mmol) in tetrahydrofuran (anhydrous) were added O,N-dimethyl-hydroxylamine hydrochloride (commercially available, 34 mg, 0.351 mmol) and sodium cyanoborohydride (34 mg, 0.541 mmol) under nitrogen atmosphere, and the mixture was stirred at room temperature for 3 hours. After completion of the reaction, the reaction mixture was extracted with ethyl acetate, and the organic layer wa... Starting materials: CCn1cc(C(=O)OCCO)c(=O)c2cc(Br)cnc21, CCNC(=O)Nc1cc(-c2nc(C(F)(F)F)cs2)c(B(O)O)cn1, CN(C)C=O, [Na+], [Na+], O=C([O-])[O-], [Pd], c1ccc(P(c2ccccc2)c2ccccc2)cc1, c1ccc(P(c2ccccc2)c2ccccc2)cc1, c1ccc(P(c2ccccc2)c2ccccc2)cc1, c1ccc(P(c2ccccc2)c2ccccc2)cc1. Product: CCNC(=O)Nc1cc(-c2nc(C(F)(F)F)cs2)c(-c2cnc3c(c2)c(=O)c(C(=O)OCCO)cn3CC)cn1. Reaction SMILES: [Br:1][c:2]1[cH:3][c:4]2[c:5](=[O:20])[c:6]([C:14](=[O:15])[O:16][CH2:17][CH2:18][OH:19])[cH:7][n:8]([CH2:12][CH3:13])[c:9]2[n:10][cH:11]1.[CH2:21]([CH3:22])[NH:23][C:24]([NH:25][c:26]1[cH:27][c:28](-[c:35]2[s:36][cH:37][c:38]([C:40]([F:41])([F:42])[F:43])[n:39]2)[c:29]([B:32]([OH:33])[OH:34])[cH:30][n:31]1)=[O:44].[CH3:51][N:52]([CH3:53])[CH:54]=[O:55].[Na+:45].[Na+:46].[O-:47][C:48](=[O:49])[O-:50].[Pd:56].[c:114]1([P:115]([c:116]2[cH:117][cH:118][cH:119][cH:120][cH:121]2)[c:122]2[cH:123][cH:124][cH:125][cH:126][cH:127]2)[cH:128][cH:129][cH:130][cH:131][cH:132]1.[c:57]1([P:58]([c:59]2[cH:60][cH:61][cH:62][cH:63][cH:64]2)[c:65]2[cH:66][cH:67][cH:68][cH:69][cH:70]2)[cH:71][cH:72][cH:73][cH:74][cH:75]1.[c:76]1([P:77]([c:78]2[cH:79][cH:80][cH:81][cH:82][cH:83]2)[c:84]2[cH:85][cH:86][cH:87][cH:88][cH:89]2)[cH:90][cH:91][cH:92][cH:93][cH:94]1.[c:95]1([P:96]([c:97]2[cH:98][cH:99][cH:100][cH:101][cH:102]2)[c:103]2[cH:104][cH:105][cH:106][cH:107][cH:108]2)[cH:109][cH:110][cH:111][cH:112][cH:113]1>>[c:2]1(-[c:29]2[c:28](-[c:35]3[s:36][cH:37][c:38]([C:40]([F:41])([F:42])[F:43])[n:39]3)[cH:27][c:26]([NH:25][C:24]([NH:23][CH2:21][CH3:22])=[O:44])[n:31][cH:30]2)[cH:3][c:4]2[c:5](=[O:20])[c:6]([C:14](=[O:15])[O:16][CH2:17][CH2:18][OH:19])[cH:7][n:8]([CH2:12][CH3:13])[c:9]2[n:10][cH:11]1. Reactants: CC=CC#N, CC#N, C1CCC2=NCCCN2CC1, C[Si](C)(C)CCOCn1ccc2c(-c3cn[nH]c3)ncnc21. Product: CC(CC#N)n1cc(-c2ncnc3c2ccn3COCC[Si](C)(C)C)cn1. RXN SMILES: [C:23]([CH:24]=[CH:25][CH3:26])#[N:27].[CH3:28][C:29]#[N:30].[N:31]12[CH2:32][CH2:33][CH2:34][N:35]=[C:36]1[CH2:37][CH2:38][CH2:39][CH2:40][CH2:41]2.[nH:1]1[n:2][cH:3][c:4](-[c:6]2[c:7]3[c:8]([n:9][cH:10][n:11]2)[n:12]([CH2:15][O:16][CH2:17][CH2:18][Si:19]([CH3:20])([CH3:21])[CH3:22])[cH:13][cH:14]3)[cH:5]1>>[n:1]1[n:2]([CH:25]([CH2:24][C:23]#[N:27])[CH3:26])[cH:3][c:4](-[c:6]2[c:7]3[c:8]([n:9][cH:10][n:11]2)[n:12]([CH2:15][O:16][CH2:17][CH2:18][Si:19]([CH3:20])([CH3:21])[CH3:22])[cH:13][cH:14]3)[cH:5]1. Reactants: C(=O)(O)[O-].[Na+] (NaHCO3), C(OCC1=CC2=CC=CC=C2C=C1)(=O)Cl (naphthalen-2-ylmethyl carbonochloridate), Cl.FC1CNCCC1=O (3-fluoropiperidin-4-one hydrochloride). The solvent is O (water), O (water), C1CCOC1 (THF), C1CCOC1 (THF). Conditions: time 30 minute. Yields the product FC1CN(CCC1=O)C(=O)OCC1=CC2=CC=CC=C2C=C1 (naphthalen-2-ylmethyl 3-fluoro-4-oxopiperidine-1-carboxylate). Isolated yield 59.7%. As a reaction SMILES: Cl.[F:2][CH:3]1[C:8](=[O:9])[CH2:7][CH2:6][NH:5][CH2:4]1.C([O-])(O)=O.[Na+].[C:15](Cl)(=[O:28])[O:16][CH2:17][C:18]1[CH:27]=[CH:26][C:25]2[C:20](=[CH:21][CH:22]=[CH:23][CH:24]=2)[CH:19]=1>C1COCC1.O>[F:2][CH:3]1[C:8](=[O:9])[CH2:7][CH2:6][N:5]([C:15]([O:16][CH2:17][C:18]2[CH:27]=[CH:26][C:25]3[C:20](=[CH:21][CH:22]=[CH:23][CH:24]=3)[CH:19]=2)=[O:28])[CH2:4]1 |f:0.1,2.3|. Reported procedure: To a suspension of 3-fluoropiperidin-4-one hydrochloride (35.66 g, 232.2 mmol) in THF (800 mL) at 0° C. was added a solution of NaHCO3 (46.81 g, 557.3 mmol) in water (800 mL). After most of the bubbling had subsided the ensuing solution was treated with a solution of naphthalen-2-ylmethyl carbonochloridate (56.36 g, 255.4 mmol) in THF (300 mL) dropwise, over 30 minutes. The mixture was allowed to warm to ambient temperature over 16 hours with vigorous stirring. The mixture was diluted with water... The reactants are BrN1C(=O)N(C(=O)C1(C)C)Br (1,3-dibromo-5,5-dimethylhydantoin), C(C1=CC=CC=C1)(=O)OOC(C1=CC=CC=C1)=O (benzoyl peroxide), ClC=1C(=NC2=CC=CC(=C2N1)Cl)CC (3,5-Dichloro-2-ethylquinoxaline). The solvent is C(Cl)(Cl)(Cl)Cl (CCl4). Product: BrC(C)C1=NC2=CC=CC(=C2N=C1Cl)Cl (2-(1-bromoethyl)-3,5-dichloroquinoxaline). The yield is 129.0%. As a reaction SMILES: [Cl:1][C:2]1[C:3]([CH2:13][CH3:14])=[N:4][C:5]2[C:10]([N:11]=1)=[C:9]([Cl:12])[CH:8]=[CH:7][CH:6]=2.[Br:15]N1C(C)(C)C(=O)N(Br)C1=O.C(OOC(=O)C1C=CC=CC=1)(=O)C1C=CC=CC=1>C(Cl)(Cl)(Cl)Cl>[Br:15][CH:13]([C:3]1[C:2]([Cl:1])=[N:11][C:10]2[C:5](=[CH:6][CH:7]=[CH:8][C:9]=2[Cl:12])[N:4]=1)[CH3:14]. Reported procedure: 3,5-Dichloro-2-ethylquinoxaline (1.10 Kg, 4.84 mol) was dissolved in CCl4 (4.4 L) at rt. 1,3-dibromo-5,5-dimethylhydantoin (762 g, 2.66 mol) and benzoyl peroxide (116 g, 0.48 mol) were then added. The resulting suspension was heated at reflux for 2 h. At this time LC-MS analysis showed that the reaction was complete. After cooling to rt white crystals formed in the reaction vessel. The white crystals were collected by filtration, washed with saturated aqueous NaHCO3 (3×5 L), and dried under high... The reactants are [H][H] (hydrogen), CC(C)OCCN1C(N(CC1)C1=CC=C(C=C1)N1CCN(CC1)C1=CC=C(C=C1)OCC1=CC=CC=C1)=O (1-[2-(1-methylethoxy)ethyl]-3-[4-[4-[4-(phenylmethoxy)phenyl]-1-piperazinyl]phenyl]-2-imidazolidinone). The reagents and catalysts are [Pd] (palladium-on-charcoal). The solvent is C(C)(=O)O (acetic acid). Yields the product O.OC1=CC=C(C=C1)N1CCN(CC1)C1=CC=C(C=C1)N1C(N(CC1)CCOC(C)C)=O.OC1=CC=C(C=C1)N1CCN(CC1)C1=CC=C(C=C1)N1C(N(CC1)CCOC(C)C)=O (1-[4-[4-(4-hydroxyphenyl)-1-piperazinyl]phenyl]-3-[2-(1-methylethoxy)ethyl]-2-imidazolidinone hemihydrate). The yield is 76.8%. Reaction SMILES: [CH3:1][CH:2]([O:4][CH2:5][CH2:6][N:7]1[CH2:11][CH2:10][N:9]([C:12]2[CH:17]=[CH:16][C:15]([N:18]3[CH2:23][CH2:22][N:21]([C:24]4[CH:29]=[CH:28][C:27]([O:30]CC5C=CC=CC=5)=[CH:26][CH:25]=4)[CH2:20][CH2:19]3)=[CH:14][CH:13]=2)[C:8]1=[O:38])[CH3:3].[H][H]>[Pd].C(O)(=O)C>[OH2:4].[OH:30][C:27]1[CH:28]=[CH:29][C:24]([N:21]2[CH2:20][CH2:19][N:18]([C:15]3[CH:14]=[CH:13][C:12]([N:9]4[CH2:10][CH2:11][N:7]([CH2:6][CH2:5][O:4][CH:2]([CH3:1])[CH3:3])[C:8]4=[O:38])=[CH:17][CH:16]=3)[CH2:23][CH2:22]2)=[CH:25][CH:26]=1.[OH:30][C:27]1[CH:28]=[CH:29][C:24]([N:21]2[CH2:20][CH2:19][N:18]([C:15]3[CH:14]=[CH:13][C:12]([N:9]4[CH2:10][CH2:11][N:7]([CH2:6][CH2:5][O:4][CH:2]([CH3:1])[CH3:3])[C:8]4=[O:38])=[CH:17][CH:16]=3)[CH2:23][CH2:22]2)=[CH:25][CH:26]=1 |f:4.5.6|. Procedure details: A mixture of 9.7 parts of 1-[2-(1-methylethoxy)ethyl]-3-[4-[4-[4-(phenylmethoxy)phenyl]-1-piperazinyl]phenyl]-2-imidazolidinone and 250 parts of acetic acid was hydrogenated at normal pressure and at 50° C. with 2 parts of palladium-on-charcoal catalyst 10%. After the calculated amount of hydrogen was taken up, the catalyst was filtered off and the filtrate was evaporated. The residue was dissolved in a mixture of methanol and water and the whole was neutralised with a sodium hydrogen carbonate ... Reactants: [Al+3], CON(C)C(=O)C(CC(=O)OC(C)(C)C)NS(=O)(=O)c1ccc(C(N)=O)cc1OCCc1cccc2ccccc12, CCOCC, CCOC(C)=O, [H-], [H-], [H-], [H-], [Li+]. Product: CC(C)(C)OC(=O)CC(C=O)NS(=O)(=O)c1ccc(C(N)=O)cc1OCCc1cccc2ccccc12. As a reaction SMILES: [Al+3:2].[C:7]([CH3:8])([CH3:9])([CH3:10])[O:11][C:12]([CH2:13][CH:14]([C:15](=[O:16])[N:17]([O:18][CH3:19])[CH3:20])[NH:21][S:22](=[O:23])(=[O:24])[c:25]1[c:26]([O:34][CH2:35][CH2:36][c:37]2[cH:38][cH:39][cH:40][c:41]3[cH:42][cH:43][cH:44][cH:45][c:46]23)[cH:27][c:28]([C:31]([NH2:32])=[O:33])[cH:29][cH:30]1)=[O:47].[CH3:48][CH2:49][O:50][CH2:51][CH3:52].[CH3:53][CH2:54][O:55][C:56](=[O:57])[CH3:58].[H-:1].[H-:4].[H-:5].[H-:6].[Li+:3]>>[C:7]([CH3:8])([CH3:9])([CH3:10])[O:11][C:12]([CH2:13][CH:14]([CH:15]=[O:16])[NH:21][S:22](=[O:23])(=[O:24])[c:25]1[c:26]([O:34][CH2:35][CH2:36][c:37]2[cH:38][cH:39][cH:40][c:41]3[cH:42][cH:43][cH:44][cH:45][c:46]23)[cH:27][c:28]([C:31]([NH2:32])=[O:33])[cH:29][cH:30]1)=[O:47]. Reported procedure: Methyl 4-fluoro-5((2-fluorophenyl)amino)benzo[d]thiazole-6-carboxylate can be reacted with halogenations reagent (such as NIS) in the presence of acid (such as trifluoroacetic acid, trifluoromethanesulfonic acid, methanesulfonic acid, formic acid, acetic acid) at ambient temperature in appropriate solvent (include aliphatic and aromatic hydrocarbon (such as pentane, hexane, heptane, cyclohexane, petroleum ether, petrol, gasoline, benzene, toluene, xylene), aliphatic and aromatic halo-hydrocarbon... Run in CN(C(C)=O)C (N,N-dimethylacetamide), CN(C=O)C (N,N-dimethylformamide), CN1CCCN(C1=O)C (DMPU), CN(C)P(=O)(N(C)C)N(C)C (HMPA), CS(=O)C (DMSO), CCOCC (ether), C(C)(=O)O (acetic acid), C(=O)O (formic acid). Starting materials: FC1=C(C(=CC2=C1N=CS2)C(=O)OC)NC2=C(C=CC=C2)F (Methyl 4-fluoro-5((2-fluorophenyl)amino)benzo[d]thiazole-6-carboxylate), C1CC(=O)N(C1=O)I (NIS), FC(C(=O)O)(F)F (trifluoroacetic acid), FC(S(=O)(=O)O)(F)F (trifluoromethanesulfonic acid), CS(=O)(=O)O (methanesulfonic acid), aliphatic and aromatic hydrocarbon, aliphatic and aromatic halo-hydrocarbon, ketone, ester, nitrile, amide, S1(=O)(=O)CCCC1 (sulfolane). Product: FC1=C(C(=CC2=C1N=CS2)C(=O)OC)NC2=C(C=C(C=C2)I)F (Methyl 4-fluoro-5-((2-fluoro-4-iodophenyl)amino)benzo[d]thiazole-6-carboxylate). Reaction SMILES: [F:1][C:2]1[C:7]2[N:8]=[CH:9][S:10][C:6]=2[CH:5]=[C:4]([C:11]([O:13][CH3:14])=[O:12])[C:3]=1[NH:15][C:16]1[CH:21]=[CH:20][CH:19]=[CH:18][C:17]=1[F:22].C1C(=O)N([I:30])C(=O)C1.FC(F)(F)C(O)=O.FC(F)(F)S(O)(=O)=O.CS(O)(=O)=O.S1(CCCC1)(=O)=O>CN(C)C(=O)C.CN(C)C=O.CN1C(=O)N(C)CCC1.CN(P(N(C)C)(N(C)C)=O)C.CS(C)=O.CCOCC.C(O)(=O)C.C(O)=O>[F:1][C:2]1[C:7]2[N:8]=[CH:9][S:10][C:6]=2[CH:5]=[C:4]([C:11]([O:13][CH3:14])=[O:12])[C:3]=1[NH:15][C:16]1[CH:21]=[CH:20][C:19]([I:30])=[CH:18][C:17]=1[F:22]. Starting materials: O=C1NC(=O)C2(CCCc3ncc(Cl)cc32)N1, Cl, N#CO[K], [Na+], N#C[O-], [OH-], O. Yields the product NC(=O)NC1(C(=O)O)CCCc2ncc(Cl)cc21. RXN SMILES: [Cl:1][c:2]1[cH:3][n:4][c:5]2[c:10]([cH:11]1)[C:9]1([CH2:8][CH2:7][CH2:6]2)[NH:12][C:13](=[O:17])[NH:14][C:15]1=[O:16].[ClH:20].[K:21][O:22][C:23]#[N:24].[Na+:19].[O-:25][C:26]#[N:27].[OH-:18].[OH2:28]>>[Cl:1][c:2]1[cH:3][n:4][c:5]2[c:10]([cH:11]1)[C:9]([NH:12][C:13]([NH2:14])=[O:17])([C:15](=[O:16])[OH:22])[CH2:8][CH2:7][CH2:6]2. The reactants are BrC1=CC(=C(S1)C(=O)[O-])N(C(=O)[C@@H]1CC[C@H](CC1)C)[C@@H]1CC[C@H](CC1)O.[Li+] (lithium 5-bromo-3-[(trans-4-hydroxy-cyclohexyl)-(trans-4-methylcyclohexanecarbonyl)-amino]-thiophene-2-carboxylate), O1CCOC12CC=C(CC2)B(O)O (1,4-dioxaspiro[4,5]dec-7-en-8-boronic acid), solution, C(=O)([O-])[O-].[Na+].[Na+] (Na2CO3). The solvent is CN(C)C=O (DMF). Product: O1CCOC12CC=C(CC2)C2=CC(=C(S2)C(=O)O)N(C(=O)[C@@H]2CC[C@H](CC2)C)[C@@H]2CC[C@H](CC2)O (5-(1,4-dioxa-spiro[4.5]dec-7-en-8-yl)-3-[(trans-4-hydroxy-cyclohexyl)-(trans-4-methyl-cyclohexanecarbonyl)-amino]-thiophene-2-carboxylic acid). The yield is 81.8%. Reaction SMILES: Br[C:2]1[S:6][C:5]([C:7]([O-:9])=[O:8])=[C:4]([N:10]([C@H:20]2[CH2:25][CH2:24][C@H:23]([OH:26])[CH2:22][CH2:21]2)[C:11]([C@H:13]2[CH2:18][CH2:17][C@H:16]([CH3:19])[CH2:15][CH2:14]2)=[O:12])[CH:3]=1.[Li+].[O:28]1[C:32]2([CH2:37][CH2:36][C:35](B(O)O)=[CH:34][CH2:33]2)[O:31][CH2:30][CH2:29]1.C([O-])([O-])=O.[Na+].[Na+]>CN(C=O)C>[O:28]1[C:32]2([CH2:37][CH2:36][C:35]([C:2]3[S:6][C:5]([C:7]([OH:9])=[O:8])=[C:4]([N:10]([C@H:20]4[CH2:21][CH2:22][C@H:23]([OH:26])[CH2:24][CH2:25]4)[C:11]([C@H:13]4[CH2:18][CH2:17][C@H:16]([CH3:19])[CH2:15][CH2:14]4)=[O:12])[CH:3]=3)=[CH:34][CH2:33]2)[O:31][CH2:30][CH2:29]1 |f:0.1,3.4.5|. Procedure: To a solution of lithium 5-bromo-3-[(trans-4-hydroxy-cyclohexyl)-(trans-4-methylcyclohexanecarbonyl)-amino]-thiophene-2-carboxylate (498 mg, 1.10 mmol) and 1,4-dioxaspiro[4,5]dec-7-en-8-boronic acid (412 mg, 1.55 mmol) in DMF (6 mL) was added 2M solution of Na2CO3 (3 mL), and the mixture was deoxygenated by bubbling nitrogen through solution for 10 min. Then Pd(PPh3)4 was added to the mixture, and it was refluxed under nitrogen for 2 h. The mixture was brought to room temperature and filtered th...